This data is from the Open Reaction Database (ORD), a public repository of structured organic reaction records. The task is: describe an organic reaction: reactants, conditions, products, and yield Product: COC(C1=CN=C(C=C1)O)=O (6-Hydroxynicotinic Acid Methyl Ester). RXN SMILES: Cl.[OH:2][C:3]1[CH:11]=[CH:10][C:6]([C:7]([OH:9])=[O:8])=[CH:5][N:4]=1.[CH3:12]O>>[CH3:12][O:8][C:7](=[O:9])[C:6]1[CH:10]=[CH:11][C:3]([OH:2])=[N:4][CH:5]=1. Procedure details: To 500 ml of methyl alcohol, cooled to 0°-5° C. is added HCl gas over 30 minutes. The solution is allowed to reach room temperature and 50 g of 6-hydroxynicotinic acid added. The reaction mixture is stirred at reflux for 2 days. The methyl alcohol is removed in vacuo and the residue suspended in 200 ml of water and poured into 300 ml of saturated aqueous NaHCO3. The insoluble crystals are collected by filtration, washed with 500 ml of water and dried under vacuum at 60° C. to give 53.9 g of the ... Reactants: Cl (HCl), OC1=NC=C(C(=O)O)C=C1 (6-hydroxynicotinic acid), CO (methyl alcohol). Reactants: CCc1c(C2=CCNCC2)sc2ccccc12, CCO, OCC(F)(F)F. Yields the product CCc1c(C2CCNCC2)sc2ccccc12. As a reaction SMILES: [CH2:1]([CH3:2])[c:3]1[c:4]2[c:5]([s:6][c:7]1[C:8]1=[CH:9][CH2:10][NH:11][CH2:12][CH2:13]1)[cH:14][cH:15][cH:16][cH:17]2.[CH3:18][CH2:19][OH:20].[OH:21][CH2:22][C:23]([F:24])([F:25])[F:26]>>[CH2:1]([CH3:2])[c:3]1[c:4]2[c:5]([s:6][c:7]1[CH:8]1[CH2:9][CH2:10][NH:11][CH2:12][CH2:13]1)[cH:14][cH:15][cH:16][cH:17]2. The reactants are [BH4-], CO, [Na+], COC(=O)Cc1ccc2c(c1)C(=O)c1ccccc1CO2. Yields the product COC(=O)Cc1ccc2c(c1)C(O)c1ccccc1CO2. RXN SMILES: [BH4-:1].[CH3:24][OH:25].[Na+:2].[O:3]=[C:4]1[c:5]2[c:6]([cH:15][cH:16][c:17]([CH2:19][C:20](=[O:21])[O:22][CH3:23])[cH:18]2)[O:7][CH2:8][c:9]2[c:10]1[cH:11][cH:12][cH:13][cH:14]2>>[OH:3][CH:4]1[c:5]2[c:6]([cH:15][cH:16][c:17]([CH2:19][C:20](=[O:21])[O:22][CH3:23])[cH:18]2)[O:7][CH2:8][c:9]2[c:10]1[cH:11][cH:12][cH:13][cH:14]2. The reactants are COC=1C=C2C(=NC=NC2=CC1OC[C@@H]1OC1)OC=1C=C2C(=CNC2=CC1)C ((2R)-6-methoxy-4-(3-methylindol-5-yloxy)-7-(oxiran-2-ylmethoxy)quinazoline), NCCCN1CCCC1 (1-(3-aminopropyl)pyrrolidine). The solvent is CN(C)C=O (DMF). Reaction conditions: temperature 60 celsius. Product: O[C@@H](COC1=C(C=C2C(=NC=NC2=C1)OC=1C=C2C(=CNC2=CC1)C)OC)CNCCCN1CCCC1 ((2R)-7-(2-hydroxy-3-(3-(pyrrolidin-1-yl)propylamino)propoxy)-6-methoxy-4-(3-methylindol-5-yloxy)quinazoline). The yield is 66.6%. Reaction SMILES: [CH3:1][O:2][C:3]1[CH:4]=[C:5]2[C:10](=[CH:11][C:12]=1[O:13][CH2:14][C@H:15]1[CH2:17][O:16]1)[N:9]=[CH:8][N:7]=[C:6]2[O:18][C:19]1[CH:20]=[C:21]2[C:25](=[CH:26][CH:27]=1)[NH:24][CH:23]=[C:22]2[CH3:28].[NH2:29][CH2:30][CH2:31][CH2:32][N:33]1[CH2:37][CH2:36][CH2:35][CH2:34]1>CN(C=O)C>[OH:16][C@H:15]([CH2:17][NH:29][CH2:30][CH2:31][CH2:32][N:33]1[CH2:37][CH2:36][CH2:35][CH2:34]1)[CH2:14][O:13][C:12]1[CH:11]=[C:10]2[C:5]([C:6]([O:18][C:19]3[CH:20]=[C:21]4[C:25](=[CH:26][CH:27]=3)[NH:24][CH:23]=[C:22]4[CH3:28])=[N:7][CH:8]=[N:9]2)=[CH:4][C:3]=1[O:2][CH3:1]. Procedure: A mixture of (2R)-6-methoxy-4-(3-methylindol-5-yloxy)-7-(oxiran-2-ylmethoxy)quinazoline (70 mg, 0.19 mmol), (prepared as described in Example 278), and 1-(3-aminopropyl)pyrrolidine (74 mg, 0.58 mmol) in DMF (5 ml) was heated to 60° C. overnight. The solvents were removed in vacuo and the residue purified by column chromatography using gradient elution (dichloromethane, 5% methanol/95% dichloromethane, 20% methanolic ammonia (7M)/80% dichloromethane) to give (2R)-7-(2-hydroxy-3-(3-(pyrrolidin-1-y... Starting materials: O=C([O-])[O-], Cn1cc(B2OC(C)(C)C(C)(C)O2)cn1, COCCOC, CC1(C)CC(=C(c2ccc(F)cc2)c2ccc(OS(=O)(=O)C(F)(F)F)cc2)CC(C)(C)C1, [Na+], [Na+]. Product: Cn1cc(-c2ccc(C(=C3CC(C)(C)CC(C)(C)C3)c3ccc(F)cc3)cc2)cn1. RXN SMILES: [C:33](=[O:34])([O-:35])[O-:36].[CH3:39][n:40]1[n:41][cH:42][c:43]([B:45]2[O:46][C:47]([CH3:48])([CH3:49])[C:50]([CH3:51])([CH3:52])[O:53]2)[cH:44]1.[CH3:54][O:55][CH2:56][CH2:57][O:58][CH3:59].[F:1][C:2]([F:3])([F:4])[S:5]([O:6][c:7]1[cH:8][cH:9][c:10]([C:13](=[C:14]2[CH2:15][C:16]([CH3:22])([CH3:23])[CH2:17][C:18]([CH3:20])([CH3:21])[CH2:19]2)[c:24]2[cH:25][cH:26][c:27]([F:30])[cH:28][cH:29]2)[cH:11][cH:12]1)(=[O:31])=[O:32].[Na+:37].[Na+:38]>>[c:7]1(-[c:43]2[cH:42][n:41][n:40]([CH3:39])[cH:44]2)[cH:8][cH:9][c:10]([C:13](=[C:14]2[CH2:15][C:16]([CH3:22])([CH3:23])[CH2:17][C:18]([CH3:20])([CH3:21])[CH2:19]2)[c:24]2[cH:25][cH:26][c:27]([F:30])[cH:28][cH:29]2)[cH:11][cH:12]1. Starting materials: C(=O)([O-])[O-].[K+].[K+] (K2CO3), BrCCBr (1,2-dibromo ethane), BrC=1C=C(C(=NC1)O)O (5-Bromo-pyridine-2,3-diol). Solvent: CN(C)C=O (DMF). Conditions: temperature 100 celsius. The product is BrC=1C=C2C(=NC1)OCCO2 (7-Bromo-2,3-dihydro-[1,4]dioxino[2,3-b]pyridine). RXN SMILES: [Br:1][C:2]1[CH:3]=[C:4]([OH:9])[C:5]([OH:8])=[N:6][CH:7]=1.C([O-])([O-])=O.[K+].[K+].Br[CH2:17][CH2:18]Br>CN(C=O)C>[Br:1][C:2]1[CH:3]=[C:4]2[O:9][CH2:18][CH2:17][O:8][C:5]2=[N:6][CH:7]=1 |f:1.2.3|. Procedure: To a suspension of 5-Bromo-pyridine-2,3-diol (10.0 g, 52.63 mmol, commercially available, CAS 34206-49-0) in DMF (150 mL) was added K2CO3 (21.78 g, 158 mmol) and 1,2-dibromo ethane (11.87 g, 63.2 mmol). The reaction mixture was heated to 100° C. for 5 h. The reaction mixture was cooled to rt and poured into ice cold water EtOAc was added and the phases were separated and the aq layer was extracted with more ethyl acetate. The combined organic layers was dried over anhydrous Na2SO4 and concentrat... The reactants are ClC1=C(C(=O)NCC23CC4CC(CC(C2)C4)C3)C=C(C=C1)C=O (2-chloro-5-formyl-N-(tricyclo[3.3.1.13,7]dec-1-ylmethyl)-benzamide), NC1CCC(CC1)NC(OC(C)(C)C)=O ((4-aminocyclohexyl)-carbamic acid, 1,1-dimethylethyl ester), C(C)(=O)O[BH-](OC(C)=O)OC(C)=O.[Na+] (sodium triacetoxyborohydride). Solvent: ClCCCl (1,2-dichloroethane). The product is ClC1=C(C=C(C=C1)CNC1CCC(CC1)NC(OC(C)(C)C)=O)C(=O)NCC12CC3CC(CC(C1)C3)C2 ([4-[[[4-chloro-3-[[(tricyclo[3.3.1.13,7]dec-1-ylmethyl)amino]carbonyl]phenyl]-methyl]amino]cyclohexyl]-carbamic acid, 1,1-dimethylethyl ester). The yield is 50.1%. Reaction SMILES: [Cl:1][C:2]1[CH:21]=[CH:20][C:19]([CH:22]=O)=[CH:18][C:3]=1[C:4]([NH:6][CH2:7][C:8]12[CH2:17][CH:12]3[CH2:13][CH:14]([CH2:16][CH:10]([CH2:11]3)[CH2:9]1)[CH2:15]2)=[O:5].[NH2:24][CH:25]1[CH2:30][CH2:29][CH:28]([NH:31][C:32](=[O:38])[O:33][C:34]([CH3:37])([CH3:36])[CH3:35])[CH2:27][CH2:26]1.C(O[BH-](OC(=O)C)OC(=O)C)(=O)C.[Na+]>ClCCCl>[Cl:1][C:2]1[CH:21]=[CH:20][C:19]([CH2:22][NH:24][CH:25]2[CH2:30][CH2:29][CH:28]([NH:31][C:32](=[O:38])[O:33][C:34]([CH3:35])([CH3:37])[CH3:36])[CH2:27][CH2:26]2)=[CH:18][C:3]=1[C:4]([NH:6][CH2:7][C:8]12[CH2:17][CH:12]3[CH2:13][CH:14]([CH2:16][CH:10]([CH2:11]3)[CH2:9]1)[CH2:15]2)=[O:5] |f:2.3|. Procedure details: Prepared according to the method described in Example 31b from 2-chloro-5-formyl-N-(tricyclo[3.3.1.13,7]dec-1-ylmethyl)-benzamide (0.30 g, Example 31a), (4-aminocyclohexyl)-carbamic acid, 1,1-dimethylethyl ester (0.194 g, Journal of Organic Chemistry, 1996, 61(25), 8811-8818), sodium triacetoxyborohydride (0.135 g) and 1,2-dichloroethane (10 ml). The residue was purified by chromatography over silica gel eluting with ethyl acetate: iso-hexane (1:1) then ethyl acetate: ethanol (95:5) to give the ... Starting materials: [Si](C1=CC=CC=C1)(C1=CC=CC=C1)(C(C)(C)C)Cl (tert-butyldiphenylsilyl chloride), CC1=C(CO)C(=CC=C1[N+](=O)[O-])C (2,6-dimethyl-3-nitrobenzyl alcohol), N1C=NC=C1 (imidazole), ice water. Solvent: CN(C=O)C (dimethylformamide). Conditions: time 15 minute. Yields the product [Si](C1=CC=CC=C1)(C1=CC=CC=C1)(C(C)(C)C)OCC1=C(C(=CC=C1C)[N+](=O)[O-])C (1-(tert-butyldiphenylsilyloxymethyl)-2,6-dimethyl-3-nitrobenzene). Isolated yield 109.5%. As a reaction SMILES: [Si:1](Cl)([C:14]([CH3:17])([CH3:16])[CH3:15])([C:8]1[CH:13]=[CH:12][CH:11]=[CH:10][CH:9]=1)[C:2]1[CH:7]=[CH:6][CH:5]=[CH:4][CH:3]=1.[CH3:19][C:20]1[C:27]([N+:28]([O-:30])=[O:29])=[CH:26][CH:25]=[C:24]([CH3:31])[C:21]=1[CH2:22][OH:23].N1C=CN=C1>CN(C)C=O>[Si:1]([O:23][CH2:22][C:21]1[C:24]([CH3:31])=[CH:25][CH:26]=[C:27]([N+:28]([O-:30])=[O:29])[C:20]=1[CH3:19])([C:14]([CH3:17])([CH3:16])[CH3:15])([C:8]1[CH:13]=[CH:12][CH:11]=[CH:10][CH:9]=1)[C:2]1[CH:7]=[CH:6][CH:5]=[CH:4][CH:3]=1. Procedure: To a solution of tert-butyldiphenylsilyl chloride (30.7 g) in dimethylformamide (90 ml) was added 2,6-dimethyl-3-nitrobenzyl alcohol (18.4 g), and imidazole (8.99 g) was added thereto under ice-cooling. The mixture was stirred for 15 minutes at the same temperature and then for 3 hours at ambient temperature. The reaction mixture was poured into ice water, and extracted with ethyl acetate. The organic layer was washed with water and brine, dried over magnesium sulfate and evaporated in vacuo to ... Starting materials: CC(C)(C)NC(=O)c1cnc(Br)s1, CC(C)(O)CC1(c2ccccc2)CCN(C2CCCNC2)C(=O)O1. The product is CC(C)(O)CC1(c2ccccc2)CCN(C2CCCN(c3ncc(C(=O)NC(C)(C)C)s3)C2)C(=O)O1. RXN SMILES: [Br:25][c:26]1[s:27][c:28]([C:31](=[O:32])[NH:33][C:34]([CH3:35])([CH3:36])[CH3:37])[cH:29][n:30]1.[OH:1][C:2]([CH2:3][C:4]1([c:17]2[cH:18][cH:19][cH:20][cH:21][cH:22]2)[CH2:5][CH2:6][N:7]([CH:11]2[CH2:12][NH:13][CH2:14][CH2:15][CH2:16]2)[C:8](=[O:10])[O:9]1)([CH3:23])[CH3:24]>>[OH:1][C:2]([CH2:3][C:4]1([c:17]2[cH:18][cH:19][cH:20][cH:21][cH:22]2)[CH2:5][CH2:6][N:7]([CH:11]2[CH2:12][N:13]([c:26]3[s:27][c:28]([C:31](=[O:32])[NH:33][C:34]([CH3:35])([CH3:36])[CH3:37])[cH:29][n:30]3)[CH2:14][CH2:15][CH2:16]2)[C:8](=[O:10])[O:9]1)([CH3:23])[CH3:24]. The reactants are COC(=O)C1CC(C#N)(c2ccccc2)CCC1=O, COC(=O)C1CC(C#N)(c2ccc(Cl)cc2)CCC1=O, CC(=O)O, O=S(=O)(O)O. Yields the product N#CC1(c2ccccc2)CCC(=O)CC1. As a reaction SMILES: [C:1]([O:2][CH3:3])(=[O:4])[CH:5]1[C:6](=[O:19])[CH2:7][CH2:8][C:9]([c:11]2[cH:12][cH:13][cH:14][cH:15][cH:16]2)([C:17]#[N:18])[CH2:10]1.[C:20]([CH:21]1[CH2:22][C:23]([c:24]2[cH:25][cH:26][c:27]([Cl:28])[cH:29][cH:30]2)([C:31]#[N:32])[CH2:33][CH2:34][C:35]1=[O:36])([O:37][CH3:38])=[O:39].[CH3:45][C:46](=[O:47])[OH:48].[S:40](=[O:41])(=[O:42])([OH:43])[OH:44]>>[CH2:5]1[C:6](=[O:19])[CH2:7][CH2:8][C:9]([c:11]2[cH:12][cH:13][cH:14][cH:15][cH:16]2)([C:17]#[N:18])[CH2:10]1.